Dataset: the Open Reaction Database (ORD), a public repository of structured organic reaction records. Task: describe an organic reaction: reactants, conditions, products, and yield Yields the product c1ccc(OCCN2C3CCC2CC(Nc2ccc4[nH]ncc4c2)C3)cc1. As a reaction SMILES: [C:1](=[O:2])([O-:3])[O-:4].[CH3:35][N:36]([CH3:37])[CH:38]=[O:39].[CH:17]12[CH2:18][CH:19]([NH:25][c:26]3[cH:27][c:28]4[cH:29][n:30][nH:31][c:32]4[cH:33][cH:34]3)[CH2:20][CH:21]([CH2:22][CH2:23]1)[NH:24]2.[K+:5].[K+:6].[O:7]([c:8]1[cH:9][cH:10][cH:11][cH:12][cH:13]1)[CH2:14][CH2:15][Br:16]>>[O:7]([c:8]1[cH:9][cH:10][cH:11][cH:12][cH:13]1)[CH2:14][CH2:15][N:24]1[CH:17]2[CH2:18][CH:19]([NH:25][c:26]3[cH:27][c:28]4[cH:29][n:30][nH:31][c:32]4[cH:33][cH:34]3)[CH2:20][CH:21]1[CH2:22][CH2:23]2. Starting materials: O=C([O-])[O-], CN(C)C=O, c1cc2[nH]ncc2cc1NC1CC2CCC(C1)N2, [K+], [K+], BrCCOc1ccccc1. Product: OCc1cccc(CN2CCCCC2)c1. Reaction SMILES: [Al+3:18].[H-:17].[H-:20].[H-:21].[H-:22].[Li+:19].[N:1]1([CH2:7][c:8]2[cH:9][c:10]([C:11](=[O:12])[OH:13])[cH:14][cH:15][cH:16]2)[CH2:2][CH2:3][CH2:4][CH2:5][CH2:6]1.[O:23]1[CH2:24][CH2:25][CH2:26][CH2:27]1>>[N:1]1([CH2:7][c:8]2[cH:9][c:10]([CH2:11][OH:12])[cH:14][cH:15][cH:16]2)[CH2:2][CH2:3][CH2:4][CH2:5][CH2:6]1. Starting materials: [Al+3], [H-], [H-], [H-], [H-], [Li+], O=C(O)c1cccc(CN2CCCCC2)c1, C1CCOC1. Reactants: ClC1=CC(=C(OCC2=C(C=CC=C2)C(C(=O)OCC)OC)C=C1)C (ethyl 2-(4-chloro-2-methylphenoxymethyl)phenyl-2-methoxyacetate), CO (methanol), O.NN (hydrazine monohydrate). Solvent: [Cl-].[Na+].O (brine). Run at temperature 60 celsius, time 16 hour. The product is ClC1=CC(=C(OCC2=C(C=CC=C2)C(C(=O)NN)OC)C=C1)C (2-(4-chloro-2-methylphenoxymethyl)phenyl-2-methoxyacetic acid hydrazide). Isolated yield 92.6%. Reaction SMILES: [Cl:1][C:2]1[CH:23]=[CH:22][C:5]([O:6][CH2:7][C:8]2[CH:13]=[CH:12][CH:11]=[CH:10][C:9]=2[CH:14]([O:20][CH3:21])[C:15](OCC)=[O:16])=[C:4]([CH3:24])[CH:3]=1.CO.O.[NH2:28][NH2:29]>[Cl-].[Na+].O>[Cl:1][C:2]1[CH:23]=[CH:22][C:5]([O:6][CH2:7][C:8]2[CH:13]=[CH:12][CH:11]=[CH:10][C:9]=2[CH:14]([O:20][CH3:21])[C:15]([NH:28][NH2:29])=[O:16])=[C:4]([CH3:24])[CH:3]=1 |f:2.3,4.5.6|. Procedure details: To 1.05 g (3 mmol) of ethyl 2-(4-chloro-2-methylphenoxymethyl)phenyl-2-methoxyacetate was added 6 ml of methanol and 0.75 g (15 mmol) of hydrazine monohydrate and stirred at 60° C. for 16 hours. After completion of the reaction, 100 ml of brine was added and extracted twice with 70 ml of dichloromethane. The extract was dried over anhydrous magnesium and concentrated under reduced pressure to give 2-(4-chloro-2-methylphenoxymethyl)phenyl-2-methoxyacetic acid hydrazide (0.93 g, 92.6%) as colorles... Reported procedure: Synthesis in analogy to Example 17 starting from 3-[2-(4-amino-phenyl)-2-oxo-ethyl]-2-methyl-5,5-diphenyl-3,5-dihydro-imidazol-4-one and (3,5-dimethyl-isoxazol-4-yl)-acetyl chloride to yield 2-(3,5-dimethyl-isoxazol-4-yl)-N-{4-[2-(2-methyl-5-oxo-4,4-diphenyl-4,5-dihydro-imidazol-1-yl)-acetyl]-phenyl}-acetamide. LC/MS at 254 nm; [M+H] 521; Rt 3,083 min. The product is CC1=NOC(=C1CC(=O)NC1=CC=C(C=C1)C(CN1C(=NC(C1=O)(C1=CC=CC=C1)C1=CC=CC=C1)C)=O)C (2-(3,5-dimethyl-isoxazol-4-yl)-N-{4-[2-(2-methyl-5-oxo-4,4-diphenyl-4,5-dihydro-imidazol-1-yl)-acetyl]-phenyl}-acetamide). As a reaction SMILES: [NH2:1][C:2]1[CH:7]=[CH:6][C:5]([C:8](=[O:29])[CH2:9][N:10]2[C:14](=[O:15])[C:13]([C:22]3[CH:27]=[CH:26][CH:25]=[CH:24][CH:23]=3)([C:16]3[CH:21]=[CH:20][CH:19]=[CH:18][CH:17]=3)[N:12]=[C:11]2[CH3:28])=[CH:4][CH:3]=1.[CH3:30][C:31]1[C:35]([CH2:36][C:37](Cl)=[O:38])=[C:34]([CH3:40])[O:33][N:32]=1>>[CH3:30][C:31]1[C:35]([CH2:36][C:37]([NH:1][C:2]2[CH:3]=[CH:4][C:5]([C:8](=[O:29])[CH2:9][N:10]3[C:14](=[O:15])[C:13]([C:22]4[CH:23]=[CH:24][CH:25]=[CH:26][CH:27]=4)([C:16]4[CH:21]=[CH:20][CH:19]=[CH:18][CH:17]=4)[N:12]=[C:11]3[CH3:28])=[CH:6][CH:7]=2)=[O:38])=[C:34]([CH3:40])[O:33][N:32]=1. Reactants: NC1=CC=C(C=C1)C(CN1C(=NC(C1=O)(C1=CC=CC=C1)C1=CC=CC=C1)C)=O (3-[2-(4-amino-phenyl)-2-oxo-ethyl]-2-methyl-5,5-diphenyl-3,5-dihydro-imidazol-4-one), CC1=NOC(=C1CC(=O)Cl)C ((3,5-dimethyl-isoxazol-4-yl)-acetyl chloride). Reaction SMILES: [CH2:29]1[O:30][CH2:31][CH2:32][CH2:33]1.[CH2:8]([Li:9])[CH2:10][CH2:11][CH3:12].[CH3:13][CH2:14][CH2:15][CH2:16][CH2:17][CH3:18].[CH3:19][C:20]([C:21](=[O:22])[O:23][CH3:24])([CH2:25][O:26][CH3:27])[CH3:28].[CH3:1][P:2]([O:3][CH3:4])([O:5][CH3:6])=[O:7].[CH3:35][C:36](=[O:37])[OH:38].[OH2:34]>>[CH2:1]([P:2]([O:3][CH3:4])([O:5][CH3:6])=[O:7])[C:21]([C:20]([CH3:19])([CH2:25][O:26][CH3:27])[CH3:28])=[O:22]. Product: COCC(C)(C)C(=O)CP(=O)(OC)OC. Reactants: C1CCOC1, [Li]CCCC, CCCCCC, COCC(C)(C)C(=O)OC, COP(C)(=O)OC, CC(=O)O, O. Reactants: [OH-].[Na+] (sodium hydroxide), S(=O)(=O)(OCC)OCC (diethyl sulphate), [OH-].[Na+] (sodium hydroxide), S(=O)(=O)(OCC)OCC (diethyl sulphate), CC=1C=C2CCC(NC2=CC1)=O (6-methyl-1,2,3,4-tetrahydroquinolin-2-one). The reagents and catalysts are [Cl-].C(C1=CC=CC=C1)[N+](CC)(CC)CC (benzyltriethyl ammoniumchloride). Run in O (water), C(Cl)Cl (methylene chloride), C(Cl)Cl (methylene chloride). Run at time 20 hour. Yields the product C(C)N1C(CCC2=CC(=CC=C12)C)=O (1-ethyl-6-methyl-1,2,3,4-tetrahydroquinolin-2-one). The yield is 83.4%. Reaction SMILES: [OH-].[Na+].[CH3:3][C:4]1[CH:5]=[C:6]2[C:11](=[CH:12][CH:13]=1)[NH:10][C:9](=[O:14])[CH2:8][CH2:7]2.S(OCC)(O[CH2:19][CH3:20])(=O)=O>[Cl-].C([N+](CC)(CC)CC)C1C=CC=CC=1.O.C(Cl)Cl>[CH2:19]([N:10]1[C:11]2[C:6](=[CH:5][C:4]([CH3:3])=[CH:13][CH:12]=2)[CH2:7][CH2:8][C:9]1=[O:14])[CH3:20] |f:0.1,4.5|. Reported procedure: 1.4 g of benzyltriethyl ammoniumchloride (TEBA) and a solution of 12 g of sodium hydroxide in 12 ml of water are added with stirring to a solution of 9.6 g of 6-methyl-1,2,3,4-tetrahydroquinolin-2-one in 150 ml of methylene chloride. After 20 minutes 23.2 g of diethyl sulphate are added slowly dropwise; stirring is effected for 20 hours, the last 4 hours under reflux. Excess diethyl sulphate is decomposed by addition of 100 ml of 4 N sodium hydroxide solution. One acidifies and extracts for seve...